This data is from the Open Reaction Database (ORD), a public repository of structured organic reaction records. The task is: describe an organic reaction: reactants, conditions, products, and yield Reactants: FC=1C=C2C=C(C(NC2=CC1N1C(N(C(=CC1=O)C(F)(F)F)C)=O)=O)C(F)(F)F (3-(6-fluoro-3-trifluoromethylquinolin-2-on-7-yl)-1-methyl-6-trifluoromethyluracil), BrCC#C (3-bromopropyne), C([O-])([O-])=O.[K+].[K+] (potassium carbonate). Solvent: CN(C=O)C (N,N-dimethylformamide). Yields the product C(C#C)N1C(C(=CC2=CC(=C(C=C12)N1C(N(C(=CC1=O)C(F)(F)F)C)=O)F)C(F)(F)F)=O (3-[1-(2-propyn-1-yl)-3-trifluoromethyl-6-fluoroquinolin-2-on-7-yl]-1-methyl-6-trifluoromethyluracil). Isolated yield 86.7%. RXN SMILES: [F:1][C:2]1[CH:3]=[C:4]2[C:9](=[CH:10][C:11]=1[N:12]1[C:17](=[O:18])[CH:16]=[C:15]([C:19]([F:22])([F:21])[F:20])[N:14]([CH3:23])[C:13]1=[O:24])[NH:8][C:7](=[O:25])[C:6]([C:26]([F:29])([F:28])[F:27])=[CH:5]2.Br[CH2:31][C:32]#[CH:33].C(=O)([O-])[O-].[K+].[K+]>CN(C)C=O>[CH2:33]([N:8]1[C:9]2[C:4](=[CH:3][C:2]([F:1])=[C:11]([N:12]3[C:17](=[O:18])[CH:16]=[C:15]([C:19]([F:22])([F:21])[F:20])[N:14]([CH3:23])[C:13]3=[O:24])[CH:10]=2)[CH:5]=[C:6]([C:26]([F:29])([F:27])[F:28])[C:7]1=[O:25])[C:32]#[CH:31] |f:2.3.4|. Reported procedure: These compounds were prepared in a manner analogous to that of Step I of Example 1, using 1.0 gram (0.002 mole) of 3-(6-fluoro-3-trifluoromethylquinolin-2-on-7-yl)-1-methyl-6-trifluoromethyluracil, 0.7 gram (0.005 mole) of 80% 3-bromopropyne, and 0.7 gram (0.005 mole) of potassium carbonate in 40 mL of N,N-dimethylformamide. The crude reaction product was subjected to column chromatography on silica gel. Elution was accomplished using 1:4 ethyl acetate-hexane and 1:1 ethyl acetatehexane. The app... Reactants: BrC1=C(N)C=C(C=C1)Br (2,5-dibromoaniline), S(O)(O)(=O)=O (sulfuric acid), S(=O)(=O)(O)O.BrC1=C(N)C=C(C=C1)Br (2,5-dibromoaniline sulfate). Solvent: C=1(C(=CC=CC1)C)C (xylene), C=1(C(=CC=CC1)C)C (xylene). Yields the product BrC1=C(C=C(C=C1)Br)O (2,5-dibromophenol). Reaction SMILES: [Br:1][C:2]1[CH:8]=[CH:7][C:6]([Br:9])=[CH:5][C:3]=1N.S(=O)(=O)(O)[OH:11].S(O)(O)(=O)=O.BrC1C=CC(Br)=CC=1N>C1(C)C(C)=CC=CC=1>[Br:1][C:2]1[CH:8]=[CH:7][C:6]([Br:9])=[CH:5][C:3]=1[OH:11] |f:2.3|. Reported procedure: 61.6 Grams of 2,5-dibromoaniline and 250 g of 75% aqueous sulfuric acid solution were charged into a ceramic ball mill having one liter capacity. A suspension of fine particles of 2,5-dibromoaniline sulfate was prepared by a method similar to that described in Example 5. The suspension was transferred into a beaker having one liter capacity. The ceramic ball mill used was washed with 120 g of 75% aqueous sulfuric acid solution and the washings were transferred into the beaker. Diazotization of 2... Starting materials: solution, Cl[O-].[Na+] (sodium hypochlorite), CC1=CCCC(C1/C=C/C(=O)C)(C)C (α-ionone), C(Cl)Cl (methylene chloride), P(=O)([O-])([O-])[O-].[K+].[K+].[K+] (potassium phosphate). The solvent is O (water). Reaction conditions: time 30 minute. The product is ClC1CCC(C(C1=C)C=CC(C)=O)(C)C (4-(5-chloro-6-methylene-2,2-dimethylcyclohexyl)-3-buten-2-one). Reaction SMILES: Cl[O-].[Na+].[CH3:4][C:5]1[CH:10](/[CH:11]=[CH:12]/[C:13]([CH3:15])=[O:14])[C:9]([CH3:17])([CH3:16])[CH2:8][CH2:7][CH:6]=1.C(Cl)[Cl:19].P([O-])([O-])([O-])=O.[K+].[K+].[K+]>O>[Cl:19][CH:6]1[C:5](=[CH2:4])[CH:10]([CH:11]=[CH:12][C:13](=[O:14])[CH3:15])[C:9]([CH3:17])([CH3:16])[CH2:8][CH2:7]1 |f:0.1,4.5.6.7|. Reported procedure: To a mixture of commercial bleach (28.5 ml of a 5.25% solution of sodium hypochlorite), α-ionone (3.84 g), and methylene chloride (330 ml) was added a solution of potassium phosphate (monobasic) (5.44 g) in water (40 ml) during a 30 minute period. The mixture was stirred for 30 minutes at 25°, the methylene chloride solution washed with sodium bicarbonate solution and evaporated to give 4.1 g of crude product. Purification by column chromatography gave 2.35 g of 4-(5-chloro-6-methylene-2,2-dimet... Reactants: CCNC(=N)N1CC(CC)C=N1, CCN(C(C)C)C(C)C, ClCCl, Cl, O=S(=O)(Cl)c1cccc2nsnc12. Product: CCNC(=NS(=O)(=O)c1cccc2nsnc12)N1CC(CC)C=N1. As a reaction SMILES: [CH2:2]([CH3:3])[CH:4]1[CH:5]=[N:6][N:7]([C:9](=[NH:10])[NH:11][CH2:12][CH3:13])[CH2:8]1.[CH:14]([N:15]([CH2:16][CH3:17])[CH:18]([CH3:19])[CH3:20])([CH3:21])[CH3:22].[Cl:36][CH2:37][Cl:38].[ClH:1].[n:23]1[c:24]2[c:25]([n:26][s:27]1)[c:28]([S:32](=[O:33])(=[O:34])[Cl:35])[cH:29][cH:30][cH:31]2>>[CH2:2]([CH3:3])[CH:4]1[CH:5]=[N:6][N:7]([C:9](=[N:10][S:32]([c:28]2[c:25]3[c:24]([n:23][s:27][n:26]3)[cH:31][cH:30][cH:29]2)(=[O:33])=[O:34])[NH:11][CH2:12][CH3:13])[CH2:8]1. The reactants are [P] (phosphorus), C(=O)(O)[O-].[Na+] (NaHCO3), C(C)(=O)NC=1C(C(=O)O)=CC=CC1 (acetylanthranilic acid), NN1C=C(N2C(=CC=3CCC=C(C23)C1=O)OC)C1=CC=CC=C1 (3-amino-9-methoxy-1-phenyl-6,7-dihydro-3H-[1,4]diazepino[6,7,1-hi]indol-4-one), P(Cl)(Cl)Cl (phosphorus trichloride). The solvent is C(Cl)Cl (CH2Cl2), C(Cl)Cl (CH2Cl2). Yields the product COC=1N2C=3C(=CCCC3C1)C(N(C=C2C2=CC=CC=C2)N2C(=NC1=CC=CC=C1C2=O)C)=O (9-methoxy-3-(2-methyl-4-oxo-4H-quinazolin-3-yl)-1-phenyl-6,7-dihydro-3H-[1,4]diazepino [6,7,1-hi] indol-4-one). The yield is 17.3%. As a reaction SMILES: [C:1]([NH:4][C:5]1[C:6](=[CH:10][CH:11]=[CH:12][CH:13]=1)[C:7](O)=[O:8])(=O)[CH3:2].[NH2:14][N:15]1[C:27](=[O:28])[C:25]2[C:26]3[N:18]([C:19]([O:29][CH3:30])=[CH:20][C:21]=3[CH2:22][CH2:23][CH:24]=2)[C:17]([C:31]2[CH:36]=[CH:35][CH:34]=[CH:33][CH:32]=2)=[CH:16]1.P(Cl)(Cl)Cl.[P].C([O-])(O)=O.[Na+]>C(Cl)Cl>[CH3:30][O:29][C:19]1[N:18]2[C:17]([C:31]3[CH:36]=[CH:35][CH:34]=[CH:33][CH:32]=3)=[CH:16][N:15]([N:14]3[C:7](=[O:8])[C:6]4[C:5](=[CH:13][CH:12]=[CH:11][CH:10]=4)[N:4]=[C:1]3[CH3:2])[C:27](=[O:28])[C:25]3=[CH:24][CH2:23][CH2:22][C:21]([CH:20]=1)=[C:26]23 |f:4.5|. Procedure details: 0.834 g (4.65 mmol) of acetylanthranilic acid and 1.3 g (4.23 mmol) of 3-amino-9-methoxy-1-phenyl-6,7-dihydro-3H-[1,4]diazepino[6,7,1-hi]indol-4-one are dissolved in 13 ml of CH2Cl2, the mixture is stirred at room temperature and 0.7 g (5 mmol) of phosphorus trichloride is added. The mixture is stirred for 20 h and 0.35 g of phosphorus trichlonrde is added, followed by a fuirther 0.35 g 8 h later. The mixture is cooled, 50 ml of saturated NaHCO3 solution and 100 ml of CH2Cl2 are added and the or... Reactants: N#N (N2), C(=O)([O-])[O-].[Cs+].[Cs+] (Cs2CO3), BrC1=CC=C2CC3(CCOCC3)C(C2=C1)=O (6-bromo-2′,3′,5′,6′-tetrahydrospiro[indene-2,4′-pyran]-1(3H)-one), C(#N)C=1C=C(C=CC1)B(O)O (3-cyanophenylboronic acid). The reagents and catalysts are Cl[Pd]([P](C1=CC=CC=C1)(C2=CC=CC=C2)C3=CC=CC=C3)([P](C4=CC=CC=C4)(C5=CC=CC=C5)C6=CC=CC=C6)Cl (PdCl2(PPh3)2). The solvent is C(Cl)Cl (DCM), O (H2O), O1CCOCC1 (dioxane). Conditions: temperature 100 celsius. The product is O=C1C2=CC(=CC=C2CC12CCOCC2)C=2C=C(C#N)C=CC2 (3-(1-oxo-1,2′,3,3′,5′,6′-hexahydrospiro[indene-2,4′-pyran]-6-yl)benzonitrile). Yield: 38.9%. As a reaction SMILES: C([O-])([O-])=O.[Cs+].[Cs+].Br[C:8]1[CH:21]=[C:20]2[C:11]([CH2:12][C:13]3([C:19]2=[O:22])[CH2:18][CH2:17][O:16][CH2:15][CH2:14]3)=[CH:10][CH:9]=1.[C:23]([C:25]1[CH:26]=[C:27](B(O)O)[CH:28]=[CH:29][CH:30]=1)#[N:24].N#N>C(Cl)Cl.Cl[Pd](Cl)([P](C1C=CC=CC=1)(C1C=CC=CC=1)C1C=CC=CC=1)[P](C1C=CC=CC=1)(C1C=CC=CC=1)C1C=CC=CC=1.O.O1CCOCC1>[O:22]=[C:19]1[C:13]2([CH2:18][CH2:17][O:16][CH2:15][CH2:14]2)[CH2:12][C:11]2[C:20]1=[CH:21][C:8]([C:29]1[CH:30]=[C:25]([CH:26]=[CH:27][CH:28]=1)[C:23]#[N:24])=[CH:9][CH:10]=2 |f:0.1.2,^1:41,60|. Procedure details: To a 10 mL CEM microwave test tube was charged with Cs2CO3 (232 mg, 0.712 mmol), PdCl2(PPh3)2 (20 mg, 0.028 mmol), 6-bromo-2′,3′,5′,6′-tetrahydrospiro[indene-2,4′-pyran]-1(3H)-one (100 mg, 0.356 mmol), 3-cyanophenylboronic acid (78 mg, 0.534 mmol), dioxane (4 mL) and H2O (0.4 mL), the system was swept with N2 and capped, and heated in a CEM microwave reactor at 100° C. for 10 min. The reaction mixture was diluted with DCM, washed with brine, dried over anhydrous Na2SO4, and filtered, and concent... Reactants: C(C(O)CC(=O)O)(=O)O (Malic acid), C1(\C=C/C(=O)O1)=O (maleic anhydride), C([C@@H](O)CC(=O)O)(=O)O (L-malic acid). The product is C(C(O)CC(=O)O)(=O)O (Racemic malic acid), C(\C=C\C(=O)[O-])(=O)[O-] (fumarate). As a reaction SMILES: [C:1]([OH:9])(=[O:8])[CH:2]([CH2:4][C:5]([OH:7])=[O:6])[OH:3].C1(=O)OC(=O)C=C1.[C:17]([OH:25])(=[O:24])[C@H:18]([CH2:20][C:21]([OH:23])=[O:22])O>>[C:1]([OH:9])(=[O:8])[CH:2]([CH2:4][C:5]([OH:7])=[O:6])[OH:3].[C:17]([O-:25])(=[O:24])/[CH:18]=[CH:20]/[C:21]([O-:23])=[O:22]. Procedure details: Malic acid is used as an acidulant and taste enhancer in the beverage and food industry. Racemic malic acid is synthesized petrochemically from maleic anhydride whereas enantiometrically pure L-malic acid (used in pharmaceutical production) is produced from fumarate by hydration with fumarase.